From a dataset of the Open Reaction Database (ORD), a public repository of structured organic reaction records. describe an organic reaction: reactants, conditions, products, and yield Starting materials: example 49 ( a ), N1(CCNCC1)C(N)=S (1-piperazinecarbothioamide), BrC(C(C(F)(F)F)=O)C (3-bromo-1,1,1-trifluoro-2-butanone). Yields the product CC1=C(N=C(S1)N1CCNCC1)C(F)(F)F (1-(5-Methyl-4-trifluoromethyl-thiazol-2-yl)-piperazine). The yield is 25.0%. As a reaction SMILES: [N:1]1([C:7](=[S:9])[NH2:8])[CH2:6][CH2:5][NH:4][CH2:3][CH2:2]1.Br[CH:11]([CH3:18])[C:12](=O)[C:13]([F:16])([F:15])[F:14]>>[CH3:18][C:11]1[S:9][C:7]([N:1]2[CH2:6][CH2:5][NH:4][CH2:3][CH2:2]2)=[N:8][C:12]=1[C:13]([F:16])([F:15])[F:14]. Procedure: Prepared in analogy to example 49 (a) from 1-piperazinecarbothioamide and 3-bromo-1,1,1-trifluoro-2-butanone. The crude material was purified by chromatography (SiO2, methanol/dichloromethane) to yield the title compound as a white crystalline solid (yield 25%). MS (m/e): 252.1 (M+H+, 100%). Product: ClC=1C=C(CN2N=C(C3=CC(=CC=C23)OCCN(C)CC)S(=O)(=O)C2=CC=CC3=CC=CC=C23)C=CC1 ({2-[1-(3-chloro-benzyl)-3-(naphthalene-1-sulfonyl)-1H-indazol-5-yloxy]-ethyl}-ethyl-methyl-amine). Reported procedure: A solution of toluene-4-sulfonic acid 2-[1-(3-chloro-benzyl)-3-(naphthalene-1-sulfonyl)-1H-indazol-5-yloxy]-ethyl ester (0.350 g, 0.541 mmol) and ethylmethylamine (1.0 mL, 12 mmol) in THF (8 mL) was stirred for 2 hours in a sealed tube at 70° C. Additional ethylmethylamine (1.0 mL, 12 mmol) was added, and the reaction mixture was stirred at 80° C. in sealed tube for 2 hours. After cooling to ambient temperature, the reaction mixture was solvent evaporated and partitioned in ethyl acetate and aqu... Reaction conditions: temperature 80 celsius, time 2 hour. Run in C1CCOC1 (THF). Isolated yield 92.8%. Reaction SMILES: [Cl:1][C:2]1[CH:3]=[C:4]([CH:42]=[CH:43][CH:44]=1)[CH2:5][N:6]1[C:14]2[C:9](=[CH:10][C:11]([O:15][CH2:16][CH2:17]OS(C3C=CC(C)=CC=3)(=O)=O)=[CH:12][CH:13]=2)[C:8]([S:29]([C:32]2[C:41]3[C:36](=[CH:37][CH:38]=[CH:39][CH:40]=3)[CH:35]=[CH:34][CH:33]=2)(=[O:31])=[O:30])=[N:7]1.[CH2:45]([NH:47][CH3:48])[CH3:46]>C1COCC1>[Cl:1][C:2]1[CH:3]=[C:4]([CH:42]=[CH:43][CH:44]=1)[CH2:5][N:6]1[C:14]2[C:9](=[CH:10][C:11]([O:15][CH2:16][CH2:17][N:47]([CH2:45][CH3:46])[CH3:48])=[CH:12][CH:13]=2)[C:8]([S:29]([C:32]2[C:41]3[C:36](=[CH:37][CH:38]=[CH:39][CH:40]=3)[CH:35]=[CH:34][CH:33]=2)(=[O:31])=[O:30])=[N:7]1. Starting materials: ClC=1C=C(CN2N=C(C3=CC(=CC=C23)OCCOS(=O)(=O)C2=CC=C(C=C2)C)S(=O)(=O)C2=CC=CC3=CC=CC=C23)C=CC1 (toluene-4-sulfonic acid 2-[1-(3-chloro-benzyl)-3-(naphthalene-1-sulfonyl)-1H-indazol-5-yloxy]-ethyl ester), C(C)NC (ethylmethylamine), C(C)NC (ethylmethylamine).